This data is from the Open Reaction Database (ORD), a public repository of structured organic reaction records. The task is: describe an organic reaction: reactants, conditions, products, and yield The reactants are ClC=C(Cl)Cl (trichloroethylene), CC(=C)CCC(=C)C (2,5-dimethylhexa-1,5-diene), ClC(=CCC(=C)C)Cl (1,1-dichloro-4-methylpenta-1,4-diene). Yields the product CC(C)=CC=C(C)C (2,5-dimethylhexa-2,4-diene), ClC(=CC=C(C)C)Cl (1,1-dichloro-4-methylpenta-1,3-diene). As a reaction SMILES: ClC=C(Cl)Cl.[CH3:6][C:7]([CH2:9][CH2:10][C:11]([CH3:13])=[CH2:12])=[CH2:8].[Cl:14][C:15]([Cl:21])=[CH:16][CH2:17][C:18]([CH3:20])=[CH2:19]>>[CH3:6][C:7](=[CH:9][CH:10]=[C:11]([CH3:13])[CH3:12])[CH3:8].[Cl:14][C:15]([Cl:21])=[CH:16][CH:17]=[C:18]([CH3:20])[CH3:19]. Reported procedure: A portion of the effluent from Example 6 was taken, containing 800 m mole trichloroethylene, 35 m mole 2,5-dimethylhexa-1,5-diene and 91 m mole 1,1-dichloro-4-methylpenta-1,4-diene. This mixture was subjected to fractional distillation, and about 600 m mole of trichloroethylene were removed slowly at ≯ 87° C. The residue was treated with p-toluene sulphonic acid (1% by weight) in an autoclave at 150° for 4 hours under autogeneous pressure. Essentially complete isomerisation of the dienes to thei... The reactants are [OH-].[Na+] (NaOH), OC1=CC=C(C=CC(=O)O)C=C1 (4-hydroxy cinnamic acid), Cl (HCl), BrCCCCCCO (6-bromo-1-hexanol). Solvent: O (water), CO (methanol), O (water). Yields the product OCCCCCCOC1=CC=C(C=CC(=O)O)C=C1 (4-((6-hydroxyhexyl)oxy)cinnamic acid). Yield: 78.7%. RXN SMILES: [OH-].[Na+].[OH:3][C:4]1[CH:14]=[CH:13][C:7]([CH:8]=[CH:9][C:10]([OH:12])=[O:11])=[CH:6][CH:5]=1.Br[CH2:16][CH2:17][CH2:18][CH2:19][CH2:20][CH2:21][OH:22].Cl>O.CO>[OH:22][CH2:21][CH2:20][CH2:19][CH2:18][CH2:17][CH2:16][O:3][C:4]1[CH:5]=[CH:6][C:7]([CH:8]=[CH:9][C:10]([OH:12])=[O:11])=[CH:13][CH:14]=1 |f:0.1|. Reported procedure: A solution of 4.4 g of NaOH in 20 ml of distilled water was added to a solution of 7.5 g of 4-hydroxy cinnamic acid in methanol, 0.02 g of Kl was added thereto, and then 10.0 g of 6-bromo-1-hexanol was slowly added dropwise for reaction at 65° C. for 24 hours. 100 ml of distilled water was added thereto to complete the reaction, and then the mixture was cooled to normal temperature. A 10% aqueous HCl solution was added thereto, and the obtained precipitants were filtered to obtain 9.5 g of 4-((6... RXN SMILES: [F:1][c:2]1[cH:3][cH:4][c:5]2[c:10]([cH:11]1)[C:9]([CH3:12])([CH3:13])[C:8](=[O:14])[C:7]([C:15](=[O:16])[NH:17][CH2:18][C:19](=[O:20])[O:21][C:22]([CH3:23])([CH3:24])[CH3:25])=[C:6]2[OH:26].[F:27][C:28]([F:29])([F:30])[C:31]([OH:32])=[O:33].[OH2:34]>>[F:1][c:2]1[cH:3][cH:4][c:5]2[c:10]([cH:11]1)[C:9]([CH3:12])([CH3:13])[C:8](=[O:14])[C:7]([C:15](=[O:16])[NH:17][CH2:18][C:19](=[O:20])[OH:21])=[C:6]2[OH:26]. Product: CC1(C)C(=O)C(C(=O)NCC(=O)O)=C(O)c2ccc(F)cc21. Starting materials: CC(C)(C)OC(=O)CNC(=O)C1=C(O)c2ccc(F)cc2C(C)(C)C1=O, O=C(O)C(F)(F)F, O. The reactants are OC1=CC=C(C=C1)CCN1C(C=2C(C1=O)=C(C=CC2)[N+](=O)[O-])=O (N-[2-(4-hydroxyphenyl)ethyl]-3-nitrophthalimide), C(C)O (ethanol), C(C)(=O)O (acetic acid), [H][H] (hydrogen). The reagents and catalysts are [C].[Pd] (Palladium-carbon). Solvent: CO (methanol). Yields the product NC1=C2C(C(=O)N(C2=O)CCC2=CC=C(C=C2)O)=CC=C1 (3-amino-N-[2-(4-hydroxyphenyl)ethyl]phthalimide). The yield is 24.1%. As a reaction SMILES: [OH:1][C:2]1[CH:7]=[CH:6][C:5]([CH2:8][CH2:9][N:10]2[C:14](=[O:15])[C:13]3=[C:16]([N+:20]([O-])=O)[CH:17]=[CH:18][CH:19]=[C:12]3[C:11]2=[O:23])=[CH:4][CH:3]=1.C(O)C.C(O)(=O)C.[H][H]>[C].[Pd].CO>[NH2:20][C:16]1[CH:17]=[CH:18][CH:19]=[C:12]2[C:11]([N:10]([CH2:9][CH2:8][C:5]3[CH:6]=[CH:7][C:2]([OH:1])=[CH:3][CH:4]=3)[C:14](=[O:15])[C:13]=12)=[O:23] |f:4.5|. Reported procedure: 10% Palladium-carbon catalyst (water content 50%, 200 mg) was added to a mixed solution of N-[2-(4-hydroxyphenyl)ethyl]-3-nitrophthalimide (1.67 g, 0.0053 mol, 1 eq) in methanol (20 ml)-ethanol (50 ml)-acetic acid (20 ml), and the mixture was stirred for 3 hours at room temperature in a stream of hydrogen. The reaction mixture was filtered through Celite, and the filtrate was concentrated under reduced pressure. The obtained residue was purified by column chromatography on silica gel (chloroform... The reactants are CNC(=O)C=1C=C2CC(NC2=CC1)=O (N-methyl-2-oxoindoline-5-carboxamide), O=C1NC2=CC(=CC=C2C1)C(=O)O (2-oxoindoline-6-carboxylic acid). Yields the product CNC(=O)C1=CC=C2CC(NC2=C1)=O (N-methyl-2-oxoindoline-6-carboxamide). Yield: 19.0%. Reaction SMILES: CNC([C:5]1[CH:6]=[C:7]2[C:11](=[CH:12][CH:13]=1)[NH:10][C:9](=[O:14])[CH2:8]2)=O.[O:15]=[C:16]1CC2[C:18](=CC(C(O)=O)=CC=2)[NH:17]1>>[CH3:18][NH:17][C:16]([C:13]1[CH:12]=[C:11]2[C:7]([CH2:8][C:9](=[O:14])[NH:10]2)=[CH:6][CH:5]=1)=[O:15]. Procedure: The compound was synthesized according to the method described for N-methyl-2-oxoindoline-5-carboxamide except substituting 2-oxoindoline-6-carboxylic acid (89 mg, 0.500 mmol), to obtain the title compound (18 mg, 19%). 1H NMR (400 MHz, CD3OD) δ 7.52 (d, J=7.6 Hz, 1H), 7.15 (d, J=8.0 Hz, 1H), 6.40 (d, J=7.6 Hz, 1H), 3.33 (s, 2H), 2.87 (s, 31-1); MS ESI 191.0 [M+H]+, calcd for [C10H10N2O2+H]+ 191.08. The reactants are CC(C)(C)Oc1nccnc1CN1CCC(C(=O)Cc2ccccc2Br)CC1, [C-]#N, [C-]#N, CCOC(C)=O, CN(C)C=O, [Na+], [OH-], [Pd], [Zn+2], c1ccc(P(c2ccccc2)c2ccccc2)cc1, c1ccc(P(c2ccccc2)c2ccccc2)cc1, c1ccc(P(c2ccccc2)c2ccccc2)cc1, c1ccc(P(c2ccccc2)c2ccccc2)cc1. Product: CC(C)(C)Oc1nccnc1CN1CCC(C(=O)Cc2ccccc2C#N)CC1. As a reaction SMILES: [Br:1][c:2]1[c:3]([CH2:8][C:9](=[O:10])[CH:11]2[CH2:12][CH2:13][N:14]([CH2:17][c:18]3[n:19][cH:20][cH:21][n:22][c:23]3[O:24][C:25]([CH3:26])([CH3:27])[CH3:28])[CH2:15][CH2:16]2)[cH:4][cH:5][cH:6][cH:7]1.[C-:42]#[N:43].[C-:45]#[N:46].[CH3:31][CH2:32][O:33][C:34](=[O:35])[CH3:36].[CH3:37][N:38]([CH3:39])[CH:40]=[O:41].[Na+:30].[OH-:29].[Pd:47].[Zn+2:44].[c:105]1([P:106]([c:107]2[cH:108][cH:109][cH:110][cH:111][cH:112]2)[c:113]2[cH:114][cH:115][cH:116][cH:117][cH:118]2)[cH:119][cH:120][cH:121][cH:122][cH:123]1.[c:48]1([P:49]([c:50]2[cH:51][cH:52][cH:53][cH:54][cH:55]2)[c:56]2[cH:57][cH:58][cH:59][cH:60][cH:61]2)[cH:62][cH:63][cH:64][cH:65][cH:66]1.[c:67]1([P:68]([c:69]2[cH:70][cH:71][cH:72][cH:73][cH:74]2)[c:75]2[cH:76][cH:77][cH:78][cH:79][cH:80]2)[cH:81][cH:82][cH:83][cH:84][cH:85]1.[c:86]1([P:87]([c:88]2[cH:89][cH:90][cH:91][cH:92][cH:93]2)[c:94]2[cH:95][cH:96][cH:97][cH:98][cH:99]2)[cH:100][cH:101][cH:102][cH:103][cH:104]1>>[c:2]1([C:37]#[N:38])[c:3]([CH2:8][C:9](=[O:10])[CH:11]2[CH2:12][CH2:13][N:14]([CH2:17][c:18]3[n:19][cH:20][cH:21][n:22][c:23]3[O:24][C:25]([CH3:26])([CH3:27])[CH3:28])[CH2:15][CH2:16]2)[cH:4][cH:5][cH:6][cH:7]1.